Task: describe an organic reaction: reactants, conditions, products, and yield. Dataset: the Open Reaction Database (ORD), a public repository of structured organic reaction records Starting materials: COC(=O)C(=O)N(C)CCN(C)C, Cl, Cl, [Na+], [OH-], O. Product: CN(C)CCN(C)C(=O)C(=O)O. As a reaction SMILES: [CH3:2][N:3]([CH3:4])[CH2:5][CH2:6][N:7]([C:8]([C:9](=[O:10])[O:11][CH3:12])=[O:13])[CH3:14].[ClH:17].[ClH:1].[Na+:16].[OH-:15].[OH2:18]>>[CH3:2][N:3]([CH3:4])[CH2:5][CH2:6][N:7]([C:8]([C:9](=[O:10])[OH:11])=[O:13])[CH3:14]. Reactants: C(C(C)(C)C)(=O)O (pivalic acid), N(N)C(N)=S (hydrazinecarbothioamide), [OH-].[NH4+] (ammonium hydroxide). The solvent is S(O)(O)(=O)=O (sulfuric acid). Conditions: temperature 2 celsius. Product: C(C)(C)(C)C1=NN=C(S1)N (5-tert-butyl-1,3,4-thiadiazol-2-amine). Reaction SMILES: [C:1](O)(=O)[C:2]([CH3:5])([CH3:4])[CH3:3].[NH:8]([C:10](=[S:12])[NH2:11])[NH2:9].[OH-].[NH4+]>S(=O)(=O)(O)O>[C:2]([C:1]1[S:12][C:10]([NH2:11])=[N:8][N:9]=1)([CH3:5])([CH3:4])[CH3:3] |f:2.3|. Procedure: To a solution of pivalic acid (85.1 g, 0.833 mol) in concentrated sulfuric acid (280 ml) was slowly added hydrazinecarbothioamide (76.0 g, 0.833 mol) such that the internal temperature was maintained at 0-4° C. After addition was complete, the resulting mixture was heated to 80° C. and monitored by TLC. After the reaction was complete, the resulting yellow solution was cooled to room temperature, poured into ice, and then adjusted the pH to 7 by the addition of aqueous ammonium hydroxide. The re... The solvent is C1CCOC1 (THF). Yield: 92.4%. Starting materials: [Si](C)(C)(C(C)(C)C)OC[C@H]1CNC[C@@H]1C1=CC=CC=C1 (3-(R)-(t-butyldimethylsilyloxymethyl)-4-(S)-phenylpyrrolidine), [Si](C)(C)(C(C)(C)C)OC[C@@H]1CN(C[C@@H]1C1=CC(=CC=C1)F)[C@@H](C(=O)OCC1=CC=C(C=C1)OC)C(C)C (α-(R)-(3-(S)-((tert-butyldimethylsilyloxy)methyl)-4-(S)-(3-fluorophenyl)-pyrrolidin-1-yl)-isopropylacetic acid, para-methoxybenzyl ester), solution, [F-].C(CCC)[N+](CCCC)(CCCC)CCCC (tetrabutylammonium fluoride). Yields the product OC[C@H]1CN(C[C@@H]1C1=CC(=CC=C1)F)[C@@H](C(=O)OCC1=CC=C(C=C1)OC)C(C)C (α-(R)-(3-(R)-(Hydroxymethyl)-4-(S)-(3-fluorophenyl)-pyrrolidin-1-yl)-isopropylacetic Acid, Para-methoxybenzyl Ester). As a reaction SMILES: [Si]([O:8][CH2:9][C@H:10]1[C@@H:14]([C:15]2[CH:20]=[CH:19][CH:18]=[C:17]([F:21])[CH:16]=2)[CH2:13][N:12]([C@H:22]([CH:35]([CH3:37])[CH3:36])[C:23]([O:25][CH2:26][C:27]2[CH:32]=[CH:31][C:30]([O:33][CH3:34])=[CH:29][CH:28]=2)=[O:24])[CH2:11]1)(C(C)(C)C)(C)C.[F-].C([N+](CCCC)(CCCC)CCCC)CCC.[Si](OC[C@@H]1[C@@H](C2C=CC=CC=2)CNC1)(C(C)(C)C)(C)C>C1COCC1>[OH:8][CH2:9][C@@H:10]1[C@@H:14]([C:15]2[CH:20]=[CH:19][CH:18]=[C:17]([F:21])[CH:16]=2)[CH2:13][N:12]([C@H:22]([CH:35]([CH3:37])[CH3:36])[C:23]([O:25][CH2:26][C:27]2[CH:28]=[CH:29][C:30]([O:33][CH3:34])=[CH:31][CH:32]=2)=[O:24])[CH2:11]1 |f:1.2|. Procedure details: The title compound was prepared from 14.84 g of α-(R)-(3-(S)-((tert-butyldimethylsilyloxy)methyl)-4-(S)-(3-fluorophenyl)-pyrrolidin-1-yl)-isopropylacetic acid, para-methoxybenzyl ester (from Step B above) and 125 mL of 1M solution of tetrabutylammonium fluoride in 125 mL of THF using a procedure analogous to that described in Example 1, Step B, Aldehyde 1. After purification with flash chromatography on silica gel, 10.75 g of the title compound was obtained as a colorless oil. RF: 0.23 (30% EtOA... The reactants are COC(=O)C(CC#N)c1ccc(F)cc1, [Ni]. Product: O=C1NCCC1c1ccc(F)cc1. Reaction SMILES: [C:1](#[N:2])[CH2:3][CH:4]([C:5](=[O:6])[O:7][CH3:8])[c:9]1[cH:10][cH:11][c:12]([F:15])[cH:13][cH:14]1.[Ni:16]>>[CH2:1]1[NH:2][C:5](=[O:6])[CH:4]([c:9]2[cH:10][cH:11][c:12]([F:15])[cH:13][cH:14]2)[CH2:3]1. Product: OCCCC1C(CCCCCCCCCC1)=O (2-(3-hydroxypropyl)cyclododecanone). As a reaction SMILES: [C:1]1(=[O:13])[CH2:12][CH2:11][CH2:10][CH2:9][CH2:8][CH2:7][CH2:6][CH2:5][CH2:4][CH2:3][CH2:2]1.[CH2:14]([OH:17])[CH:15]=[CH2:16].C(OOC(C)(C)C)(C)(C)C>>[OH:17][CH2:14][CH2:15][CH2:16][CH:2]1[CH2:3][CH2:4][CH2:5][CH2:6][CH2:7][CH2:8][CH2:9][CH2:10][CH2:11][CH2:12][C:1]1=[O:13]. The reactants are C1(CCCCCCCCCCC1)=O (cyclododecanone), C(C=C)O (allyl alcohol), C(C)(C)(C)OOC(C)(C)C (di-tert-butyl peroxide). Procedure details: From a double-walled vessel made of glass, whose temperature is thermostatically controlled at 100° C. and which is fitted with a magnetic stirrer and serves as the storage container for the cyclododecanone, 400 g/h are pumped to a mixing column which is kept at a temperature of 100° C. 21.4 g/h of a mixture of allyl alcohol (12.2 g/h) and di-tert-butyl peroxide (9.2 g/h) are continuously metered into the feedline of the mixing column.